From a dataset of the Open Reaction Database (ORD), a public repository of structured organic reaction records. describe an organic reaction: reactants, conditions, products, and yield Reactants: FC1=CC=C2C(C(=CN(C2=C1)C)C1=NN=NN1C)=O (7-fluoro-1-methyl-3-(1-methyl-1H-tetrazol-5-yl)-4-quinolone), N1CCOCC1 (morpholine). The product is CN1C=C(C(C2=CC=C(C=C12)N1CCOCC1)=O)C1=NN=NN1C (1-methyl-3-(1-methyl-1H-tetrazol-5-yl)-7-morpholino-4-quinolone). Reaction SMILES: F[C:2]1[CH:11]=[C:10]2[C:5]([C:6](=[O:19])[C:7]([C:13]3[N:17]([CH3:18])[N:16]=[N:15][N:14]=3)=[CH:8][N:9]2[CH3:12])=[CH:4][CH:3]=1.[NH:20]1[CH2:25][CH2:24][O:23][CH2:22][CH2:21]1>>[CH3:12][N:9]1[C:10]2[C:5](=[CH:4][CH:3]=[C:2]([N:20]3[CH2:25][CH2:24][O:23][CH2:22][CH2:21]3)[CH:11]=2)[C:6](=[O:19])[C:7]([C:13]2[N:17]([CH3:18])[N:16]=[N:15][N:14]=2)=[CH:8]1. Procedure details: In a similar way to that described in Example 30, 7-fluoro-1-methyl-3-(1-methyl-1H-tetrazol-5-yl)-4-quinolone (1 g) was heated with morpholine (25 ml) at 100° for 103 hours to give 1-methyl-3-(1-methyl-1H-tetrazol-5-yl)-7-morpholino-4-quinolone, m.p. 235°-238°. RXN SMILES: [C:1](#[N:2])[C:3]([CH3:4])([CH3:5])[c:6]1[cH:7][c:8]([C:9](=[O:10])[NH:11][c:12]2[cH:13][c:14]([O:20][c:21]3[cH:22][cH:23][c:24]([N+:27]([O-:28])=[O:29])[cH:25][cH:26]3)[c:15]([O:18][CH3:19])[cH:16][cH:17]2)[cH:30][cH:31][cH:32]1.[CH3:33][OH:34]>>[C:1](#[N:2])[C:3]([CH3:4])([CH3:5])[c:6]1[cH:7][c:8]([C:9](=[O:10])[NH:11][c:12]2[cH:13][c:14]([O:20][c:21]3[cH:22][cH:23][c:24]([NH2:27])[cH:25][cH:26]3)[c:15]([O:18][CH3:19])[cH:16][cH:17]2)[cH:30][cH:31][cH:32]1. Reactants: COc1ccc(NC(=O)c2cccc(C(C)(C)C#N)c2)cc1Oc1ccc([N+](=O)[O-])cc1, CO. Product: COc1ccc(NC(=O)c2cccc(C(C)(C)C#N)c2)cc1Oc1ccc(N)cc1. Starting materials: C(#C)C1=CN=C(N1C)C(=O)C1=CC=CC=C1 ((5-ethynyl-1-methyl-1H-imidazol-2-yl)-phenyl-methanone), N(=[N+]=[N-])C=1C=C(C(=O)NC2=C(C(=CC(=C2)C(C)(C)C)NS(=O)(=O)C)OC)C=CC1C (3-azido-N-(5-tert-butyl-3-methanesulfonylamino-2-methoxy-phenyl)-4-methyl-benzamide). Product: C(C1=CC=CC=C1)(=O)C1=NC=C(N1C)C=1N=NN(C1)C=1C=C(C(=O)NC2=C(C(=CC(=C2)C(C)(C)C)NS(=O)(=O)C)OC)C=CC1C (3-[4-(2-Benzoyl-3-methyl-3H-imidazol-4-yl)-[1,2,3]triazol-1-yl]-N-(5-tert-butyl-3-methanesulfonylamino-2-methoxy-phenyl)-4-methyl-benzamide). Reaction SMILES: [C:1]([C:3]1[N:7]([CH3:8])[C:6]([C:9]([C:11]2[CH:16]=[CH:15][CH:14]=[CH:13][CH:12]=2)=[O:10])=[N:5][CH:4]=1)#[CH:2].[N:17]([C:20]1[CH:21]=[C:22]([CH:43]=[CH:44][C:45]=1[CH3:46])[C:23]([NH:25][C:26]1[CH:31]=[C:30]([C:32]([CH3:35])([CH3:34])[CH3:33])[CH:29]=[C:28]([NH:36][S:37]([CH3:40])(=[O:39])=[O:38])[C:27]=1[O:41][CH3:42])=[O:24])=[N+:18]=[N-:19]>>[C:9]([C:6]1[N:7]([CH3:8])[C:3]([C:1]2[N:19]=[N:18][N:17]([C:20]3[CH:21]=[C:22]([CH:43]=[CH:44][C:45]=3[CH3:46])[C:23]([NH:25][C:26]3[CH:31]=[C:30]([C:32]([CH3:34])([CH3:35])[CH3:33])[CH:29]=[C:28]([NH:36][S:37]([CH3:40])(=[O:39])=[O:38])[C:27]=3[O:41][CH3:42])=[O:24])[CH:2]=2)=[CH:4][N:5]=1)(=[O:10])[C:11]1[CH:16]=[CH:15][CH:14]=[CH:13][CH:12]=1. Reported procedure: Example 35 was prepared from (5-ethynyl-1-methyl-1H-imidazol-2-yl)-phenyl-methanone (Example 33) and 3-azido-N-(5-tert-butyl-3-methanesulfonylamino-2-methoxy-phenyl)-4-methyl-benzamide in the same manner as Example 15. ESI MS m/z 642 [C33H35N7O5S+H]+. The reactants are [H-].[Al+3].[Li+].[H-].[H-].[H-] (lithium aluminum hydride), COC=1C=C2C(=CCC2=CC1)CC(=O)N1CCN(CC1)C1=CC=CC2=CC=CC=C12 (4-[(5-methoxy-1H-inden-3-yl)acetyl]-1-(naphth-1-yl)piperazine), C(=O)([O-])C(O)C(O)C(=O)[O-].[K+].[Na+] (sodium potassium tartrate). Solvent: CCOCC (ether), C(C)OCC (diethyl ether). Yields the product COC=1C=C2C(=CCC2=CC1)CCN1CCN(CC1)C1=CC=CC2=CC=CC=C12 (4-[2-(5-Methoxy-1H-inden-3-yl)ethyl]-1-(naphth-1-yl)piperazine). Reaction SMILES: [H-].[Al+3].[Li+].[H-].[H-].[H-].[CH3:7][O:8][C:9]1[CH:10]=[C:11]2[C:15](=[CH:16][CH:17]=1)[CH2:14][CH:13]=[C:12]2[CH2:18][C:19]([N:21]1[CH2:26][CH2:25][N:24]([C:27]2[C:36]3[C:31](=[CH:32][CH:33]=[CH:34][CH:35]=3)[CH:30]=[CH:29][CH:28]=2)[CH2:23][CH2:22]1)=O.C(C(C(C([O-])=O)O)O)([O-])=O.[K+].[Na+]>CCOCC>[CH3:7][O:8][C:9]1[CH:10]=[C:11]2[C:15](=[CH:16][CH:17]=1)[CH2:14][CH:13]=[C:12]2[CH2:18][CH2:19][N:21]1[CH2:22][CH2:23][N:24]([C:27]2[C:36]3[C:31](=[CH:32][CH:33]=[CH:34][CH:35]=3)[CH:30]=[CH:29][CH:28]=2)[CH2:25][CH2:26]1 |f:0.1.2.3.4.5,7.8.9|. Procedure: 0.76 g (0.02 mol) of lithium aluminum hydride are placed under an argon atmosphere in a 500 ml round-bottomed flask and covered with diethyl ether. A Soxhlet extractor containing 2.0 g (0.005 mol) of 4-[(5-methoxy-1H-inden-3-yl)acetyl]-1-(naphth-1-yl)piperazine is placed on top of the flask, and the mixture is reacted with refluxing of the ether for 30 h. The reaction mixture is treated with 1.6 ml of 10% aqueous sodium potassium tartrate solution and filtered. The solid is washed with diethyl e... Reactants: C(C)(C)(C)OC(C(CNC(=O)C1(CCCC1)CC(=O)O)CC1=CC(=C(C=C1)Cl)Cl)=O (2-(1-(3-tert-butoxy-2-(3,4-dichlorobenzyl)-3-oxopropylcarbamoyl)cyclopentyl)acetic acid), C(=O)(C(F)(F)F)O (TFA). Solvent: C(Cl)Cl (DCM). Conditions: time 2 hour. The product is C(=O)(O)CC1(CCCC1)C(=O)NCC(C(=O)O)CC1=CC(=C(C=C1)Cl)Cl (3-(1-(carboxymethyl)cyclopentanecarboxamido)-2-(3,4-dichlorobenzyl)propanoic acid). The yield is 39.0%. Reaction SMILES: C([O:5][C:6](=[O:30])[CH:7]([CH2:21][C:22]1[CH:27]=[CH:26][C:25]([Cl:28])=[C:24]([Cl:29])[CH:23]=1)[CH2:8][NH:9][C:10]([C:12]1([CH2:17][C:18]([OH:20])=[O:19])[CH2:16][CH2:15][CH2:14][CH2:13]1)=[O:11])(C)(C)C.C(O)(C(F)(F)F)=O>C(Cl)Cl>[C:18]([CH2:17][C:12]1([C:10]([NH:9][CH2:8][CH:7]([CH2:21][C:22]2[CH:27]=[CH:26][C:25]([Cl:28])=[C:24]([Cl:29])[CH:23]=2)[C:6]([OH:30])=[O:5])=[O:11])[CH2:16][CH2:15][CH2:14][CH2:13]1)([OH:20])=[O:19]. Reported procedure: To a solution of 2-(1-(3-tert-butoxy-2-(3,4-dichlorobenzyl)-3-oxopropylcarbamoyl)cyclopentyl)acetic acid (30.6 mg, 0.067 mmol) in DCM (0.7 ml), TFA (0.257 ml, 3.34 mmol) was added. The reaction mixture was allowed to stir for 2 hr and then concentrated under reduced pressure. The obtained residue was purified by RP-HPLC (SunFire, H2O (0.1% TFA) I CH3CN), and then lyophilized to give 3-(1-(carboxymethyl)cyclopentanecarboxamido)-2-(3,4-dichlorobenzyl)propanoic acid (10.5 mg); Retention time=0.67 m... Starting materials: C(=O)(O)CCCC=C1C[C@@H]2CC3(C[C@@H]2C1)OCCO3 (3-(4-carboxybutylidene)-7,7-ethylenedioxy-cis-bicyclo[3,3,0]octane), [H-].[Al+3].[Li+].[H-].[H-].[H-] (lithium aluminum hydride), [OH-].[Na+] (sodium hydroxide). The solvent is O1CCCC1 (tetrahydrofuran). Product: OCCCCC=C1C[C@@H]2CC3(C[C@@H]2C1)OCCO3 (3-(5-Hydroxypentylidene)-7,7-ethylenedioxy-cis-bicyclo[3,3,0]octane). Isolated yield 100.8%. Reaction SMILES: [C:1]([CH2:4][CH2:5][CH2:6][CH:7]=[C:8]1[CH2:15][C@@H:14]2[C@@H:10]([CH2:11][C:12]3([O:19][CH2:18][CH2:17][O:16]3)[CH2:13]2)[CH2:9]1)(O)=[O:2].[H-].[Al+3].[Li+].[H-].[H-].[H-].[OH-].[Na+]>O1CCCC1>[OH:2][CH2:1][CH2:4][CH2:5][CH2:6][CH:7]=[C:8]1[CH2:15][C@@H:14]2[C@@H:10]([CH2:11][C:12]3([O:16][CH2:17][CH2:18][O:19]3)[CH2:13]2)[CH2:9]1 |f:1.2.3.4.5.6,7.8|. Procedure details: 49.10 g of 3-(4-carboxybutylidene)-7,7-ethylenedioxy-cis-bicyclo[3,3,0]octane (prepared as described in Preparation 1) in 150 ml of tetrahydrofuran were added dropwise to a suspension of 10.50 g of lithium aluminum hydride in 675 ml of tetrahyarofuran, whilst cooling with ice. The mixture was then heated under reflux for 80 minutes. Upon completion of the reaction, 42 ml of a 4% w/v aqueous solution of sodium hydroxide were added, and the mixture was stirred at room temperature. The resulting pr... Reactants: CS(=O)(=O)OCC(CO)(C)NCC=1C=C2C=3C=CC=CC3C=CC2=C2C=CC=CC12 (2-((6-Chrysenylmethyl)amino)-2-methyl-1,3-propanediol methanesulfonate), C(C)OC1=CC2=C3C=CC=CC3=C(C=C2C=2C=CC=CC12)C=O (12-Ethoxychrysene-6-carbaldehyde), NC(CO)(CO)C (2-amino-2-methyl-1,3-propanediol). Product: CS(=O)(=O)OCC(CO)(C)NCC=1C=C2C=3C=CC=CC3C(=CC2=C2C=CC=CC12)OCC (2-(((12-ethoxy-6-chrysenyl)methyl)amino)-2-methyl-1,3-propanediol methanesulfonate). RXN SMILES: [CH3:1][S:2]([O:5][CH2:6][C:7]([NH:11][CH2:12][C:13]1[CH:14]=[C:15]2[C:24](=[C:25]3[C:30]=1[CH:29]=[CH:28][CH:27]=[CH:26]3)[CH:23]=[CH:22][C:21]1[CH:20]=[CH:19][CH:18]=[CH:17][C:16]2=1)([CH3:10])[CH2:8][OH:9])(=[O:4])=[O:3].[CH2:31]([O:33]C1C2C=CC=CC=2C2C(=C3C(=C(C=O)C=2)C=CC=C3)C=1)[CH3:32].NC(C)(CO)CO>>[CH3:1][S:2]([O:5][CH2:6][C:7]([NH:11][CH2:12][C:13]1[CH:14]=[C:15]2[C:24](=[C:25]3[C:30]=1[CH:29]=[CH:28][CH:27]=[CH:26]3)[CH:23]=[C:22]([O:33][CH2:31][CH3:32])[C:21]1[CH:20]=[CH:19][CH:18]=[CH:17][C:16]2=1)([CH3:10])[CH2:8][OH:9])(=[O:4])=[O:3]. Procedure: Using the reductive amination procedure described in 1C, 12-ethoxy-6-chrysenecarbaldehyde (17A) and 2-amino-2-methyl-1,3-propanediol (Aldrich) gave 2-(((12-ethoxy-6-chrysenyl)methyl)amino)-2-methyl-1,3-propanediol methanesulfonate mp 202°-204° (dec) (EtOH/Et2O), (C, H, N, S).